This data is from the Open Reaction Database (ORD), a public repository of structured organic reaction records. The task is: describe an organic reaction: reactants, conditions, products, and yield As a reaction SMILES: C1(S([N:10]2[C:18]3[C:13](=[CH:14][CH:15]=[CH:16][CH:17]=3)[CH:12]=[C:11]2[C:19]2[CH2:20][CH2:21][N:22]([CH2:25][C:26]3[CH:31]=[CH:30][CH:29]=[CH:28][CH:27]=3)[CH2:23][CH:24]=2)(=O)=O)C=CC=CC=1>C(O)C>[CH2:25]([N:22]1[CH2:23][CH:24]=[C:19]([C:11]2[NH:10][C:18]3[C:13]([CH:12]=2)=[CH:14][CH:15]=[CH:16][CH:17]=3)[CH2:20][CH2:21]1)[C:26]1[CH:27]=[CH:28][CH:29]=[CH:30][CH:31]=1. The yield is 72.3%. Reported procedure: A solution of 1.05 gm (2.5 mMol) 1-phenylsulfonyl-2-(1-benzyl-1,2,3,6-tetrahydropyridin-4-yl)-1H-indole in 60 mL ethanol containing 15 mL 2N sodium hydroxide was heated at reflux for 18 hours. The reaction mixture was cooled to room temperature and concentrated under reduced pressure. The residue was partitioned between ethyl acetate and 2N sodium hydroxide. The phases were separated and the organic phase was washed with saturated aqueous sodium chloride, dried over sodium sulfate and concentrat... The solvent is C(C)O (ethanol). Product: C(C1=CC=CC=C1)N1CCC(=CC1)C=1NC2=CC=CC=C2C1 (2-(1-benzyl-1,2,3,6-tetrahydropyridin-4-yl)-1H-indole). Starting materials: C1(=CC=CC=C1)S(=O)(=O)N1C(=CC2=CC=CC=C12)C=1CCN(CC1)CC1=CC=CC=C1 (1-phenylsulfonyl-2-(1-benzyl-1,2,3,6-tetrahydropyridin-4-yl)-1H-indole). Starting materials: C(C)[C@@](C(=O)O)(CC1=C(C=CC=C1)F)O ((2S)-2-Ethyl-2-hydroxy-3-(2-fluorophenyl)propanoic acid), CN(C)C=O.C1(=CC=CC=C1)C (DMF toluene), [H-].[Na+] (NaH), oil. The solvent is O (water). Reaction conditions: temperature 110 celsius, time 4 hour. Yields the product C(C)[C@@]1(OC2=C(C1)C=CC=C2)C(=O)OC (Methyl(2S)-2-ethyl-2,3-dihydro-1-benzofuran-2-carboxylate). As a reaction SMILES: [CH2:1]([C@:3]([OH:15])([CH2:7][C:8]1[CH:13]=[CH:12][CH:11]=[CH:10][C:9]=1F)[C:4]([OH:6])=[O:5])[CH3:2].[CH3:16]N(C=O)C.C1(C)C=CC=CC=1.[H-].[Na+]>O>[CH2:1]([C@@:3]1([C:4]([O:6][CH3:16])=[O:5])[CH2:7][C:8]2[CH:13]=[CH:12][CH:11]=[CH:10][C:9]=2[O:15]1)[CH3:2] |f:1.2,3.4|. Procedure: To a solution of the product from Step 3 (4.0 g, 20 mmol) in 1:4 DMF/toluene (100 mL) was added 60% NaH in mineral oil (1.76 g, 44 mmol) in 3 portions. The reaction mixture was stirred at 110° C. under N2 for 4 hrs. The reaction was cooled to room temperature and poured into cold water (100 mL). The aqueous layer was washed with hexane (50 mL), acidified with 2 N aqueous HCl and extracted with ethyl acetate (3×50 mL). The extracts were washed with brine (50 mL), dried and concentrated. The resid... Reactants: [H-].[Na+] (NaH), FC1=CC=C2C=NNC2=C1 (6-fluoro-1H-indazole), S(=O)(=O)(C1=CC=C(C)C=C1)OC1CCN(CC1)C(=O)OC(C)(C)C (tert-butyl 4-(tosyloxy)piperidine-1-carboxylate). Run in CN(C)C=O (DMF). Reaction conditions: time 15 minute. Product: FC1=CC=C2C=NN(C2=C1)C1CCN(CC1)C(=O)OC(C)(C)C (tert-butyl 4-(6-fluoro-1H-indazol-1-yl)piperidine-1-carboxylate). Reaction SMILES: [F:1][C:2]1[CH:10]=[C:9]2[C:5]([CH:6]=[N:7][NH:8]2)=[CH:4][CH:3]=1.[H-].[Na+].S(O[CH:24]1[CH2:29][CH2:28][N:27]([C:30]([O:32][C:33]([CH3:36])([CH3:35])[CH3:34])=[O:31])[CH2:26][CH2:25]1)(C1C=CC(C)=CC=1)(=O)=O>CN(C=O)C>[F:1][C:2]1[CH:10]=[C:9]2[C:5]([CH:6]=[N:7][N:8]2[CH:24]2[CH2:29][CH2:28][N:27]([C:30]([O:32][C:33]([CH3:36])([CH3:35])[CH3:34])=[O:31])[CH2:26][CH2:25]2)=[CH:4][CH:3]=1 |f:1.2|. Procedure: To 6-fluoro-1H-indazole (6.46 mmol, 880 mg) in DMF (15 mL) cooled to 0° C. under Ar was added 95% NaH (6.46 mmol, 163 mg). The resulting mixture was stirred for 15 minutes before tert-butyl 4-(tosyloxy)piperidine-1-carboxylate (7.11 mmol, 2.52 g) was added. After an additional 15 minutes at 0° C., the ice bath was removed and the reaction vessel placed in a 110° C. bath for 2.75 hours. After cooling to ambient temperature, the DMF was removed in vacuo and ethyl acetate (100 mL) was added. The or... Starting materials: O=C([O-])[O-], COC(=O)Cl, NC(Cc1ccccc1)C(=O)O, [Na+], [Na+], [Na+], [OH-]. Yields the product COC(=O)NC(Cc1ccccc1)C(=O)O. Reaction SMILES: [C:13](=[O:14])([O-:15])[O-:16].[Cl:19][C:20](=[O:21])[O:22][CH3:23].[NH2:1][CH:2]([C:3](=[O:4])[OH:5])[CH2:6][c:7]1[cH:8][cH:9][cH:10][cH:11][cH:12]1.[Na+:17].[Na+:18].[Na+:25].[OH-:24]>>[NH:1]([CH:2]([C:3](=[O:4])[OH:5])[CH2:6][c:7]1[cH:8][cH:9][cH:10][cH:11][cH:12]1)[C:20](=[O:21])[O:22][CH3:23].